The task is: describe an organic reaction: reactants, conditions, products, and yield. This data is from the Open Reaction Database (ORD), a public repository of structured organic reaction records. The reactants are COC(=O)C1CCNC(c2ccc(C(F)(F)F)cc2)C1, CCOC(C)=O, FC(F)(F)c1ccc(C(F)(F)F)c(CBr)c1, [I-], [K+], [K+], [Na+], O=C([O-])[O-], CN(C)C=O, O. The product is COC(=O)C1CCN(Cc2cc(C(F)(F)F)ccc2C(F)(F)F)C(c2ccc(C(F)(F)F)cc2)C1. Reaction SMILES: [CH3:1][O:2][C:3](=[O:4])[CH:5]1[CH2:6][CH:7]([c:11]2[cH:12][cH:13][c:14]([C:17]([F:18])([F:19])[F:20])[cH:15][cH:16]2)[NH:8][CH2:9][CH2:10]1.[CH3:50][CH2:51][O:52][C:53]([CH3:54])=[O:55].[F:21][C:22]([c:23]1[c:24]([CH2:25][Br:26])[cH:27][c:28]([C:31]([F:32])([F:33])[F:34])[cH:29][cH:30]1)([F:35])[F:36].[I-:37].[K+:39].[K+:40].[Na+:38].[O-:41][C:42]([O-:43])=[O:44].[O:45]=[CH:46][N:47]([CH3:48])[CH3:49].[OH2:56]>>[CH3:1][O:2][C:3](=[O:4])[CH:5]1[CH2:6][CH:7]([c:11]2[cH:12][cH:13][c:14]([C:17]([F:18])([F:19])[F:20])[cH:15][cH:16]2)[N:8]([CH2:25][c:24]2[c:23]([C:22]([F:21])([F:35])[F:36])[cH:30][cH:29][c:28]([C:31]([F:32])([F:33])[F:34])[cH:27]2)[CH2:9][CH2:10]1. The reactants are CCOC(=O)c1ccc(N)cc1, CN(C)P(=O)(N(C)C)N(C)C, CCO, CCCCCCCCCCC(=O)CCCCCBr, O. Product: CCCCCCCCCCC(=O)CCCCCNc1ccc(C(=O)OCC)cc1. As a reaction SMILES: [CH3:19][CH2:20][O:21][C:22](=[O:23])[c:24]1[cH:25][cH:26][c:27]([NH2:28])[cH:29][cH:30]1.[CH3:31][N:32]([P:33]([N:34]([CH3:35])[CH3:36])([N:37]([CH3:38])[CH3:39])=[O:40])[CH3:41].[CH3:42][CH2:43][OH:44].[O:1]=[C:2]([CH2:3][CH2:4][CH2:5][CH2:6][CH2:7][Br:8])[CH2:9][CH2:10][CH2:11][CH2:12][CH2:13][CH2:14][CH2:15][CH2:16][CH2:17][CH3:18].[OH2:45]>>[O:1]=[C:2]([CH2:3][CH2:4][CH2:5][CH2:6][CH2:7][NH:28][c:27]1[cH:26][cH:25][c:24]([C:22]([O:21][CH2:20][CH3:19])=[O:23])[cH:30][cH:29]1)[CH2:9][CH2:10][CH2:11][CH2:12][CH2:13][CH2:14][CH2:15][CH2:16][CH2:17][CH3:18]. Reactants: C1[C@@H]([C@H]([C@@H](CN1)O)O)CO (Isofagomine), Cl (HCl). The solvent is CO (MeOH), C(C)(C)O (isopropanol), CC(=O)C (acetone). Conditions: time 8 hour. Product: C1[C@@H]([C@H]([C@@H](CN1)O)O)CO.Cl (Isofagomine HCl). As a reaction SMILES: [CH2:1]1[NH:6][CH2:5][C@@H:4]([OH:7])[C@H:3]([OH:8])[C@H:2]1[CH2:9][OH:10].[ClH:11]>CO.C(O)(C)C.CC(C)=O>[CH2:1]1[NH:6][CH2:5][C@@H:4]([OH:7])[C@H:3]([OH:8])[C@H:2]1[CH2:9][OH:10].[ClH:11] |f:5.6|. Procedure: Isofagomine free base (30 mg) was dissolved in MeOH (5 mL) and 4 N HCl (0.5 mL) in isopropanol and acetone (4.0 mL). The sample was stored refrigerated overnight and filtered. Crystals were observed in the solution. However, when filtered, the product was a yellow substance having a glue-like consistency. The reactants are BrCC1=C(OC2=C1C=CC=C2)C(=O)OC (methyl 3-bromomethylbenzofuran-2-carboxylate), CNC (dimethylamine). Run in C(C)(=O)OCC (ethyl acetate), CN(C)C=O (DMF). Conditions: time 1.5 hour. The product is CN(C)CC1=C(OC2=C1C=CC=C2)C(=O)OC (methyl 3-dimethylaminomethylbenzofuran-2-carboxylate). Yield: 57.0%. RXN SMILES: Br[CH2:2][C:3]1[C:7]2[CH:8]=[CH:9][CH:10]=[CH:11][C:6]=2[O:5][C:4]=1[C:12]([O:14][CH3:15])=[O:13].[CH3:16][NH:17][CH3:18]>CN(C=O)C.C(OCC)(=O)C>[CH3:16][N:17]([CH2:2][C:3]1[C:7]2[CH:8]=[CH:9][CH:10]=[CH:11][C:6]=2[O:5][C:4]=1[C:12]([O:14][CH3:15])=[O:13])[CH3:18]. Procedure details: To a solution of methyl 3-bromomethylbenzofuran-2-carboxylate (269 mg, 1.0 mmol) in DMF was added dimethylamine (2M solution in THF, 1.5 ml, 3 mmol). The reaction mixture was stirred for 1-2 h, diluted with ethyl acetate (50 ml), washed twice with saturated aqueous sodium bicarbonate solution (50 ml) and finally with brine (50 ml). The organic extract was dried over sodium sulfate and then concentrated in vacuo. Purification by flash chromatography on silica gel (5% methanol in dichloromethane) ... Starting materials: CC(C)COC(=O)CC#N, NCCc1ccccc1, CCOC(OCC)OCC, Cc1ccc(S(=O)(=O)O)cc1. Product: CC(C)COC(=O)C(C#N)=CNCCc1ccccc1. As a reaction SMILES: [C:1](#[N:2])[CH2:3][C:4](=[O:5])[O:6][CH2:7][CH:8]([CH3:9])[CH3:10].[CH2:11]([c:12]1[cH:13][cH:14][cH:15][cH:16][cH:17]1)[CH2:18][NH2:19].[CH:20]([O:21][CH2:22][CH3:23])([O:24][CH2:25][CH3:26])[O:27][CH2:28][CH3:29].[c:30]1([CH3:31])[cH:32][cH:33][c:34]([S:35]([OH:36])(=[O:37])=[O:38])[cH:39][cH:40]1>>[C:1](#[N:2])[C:3]([C:4](=[O:5])[O:6][CH2:7][CH:8]([CH3:9])[CH3:10])=[CH:20][NH:19][CH2:18][CH2:11][c:12]1[cH:13][cH:14][cH:15][cH:16][cH:17]1.